Dataset: the Open Reaction Database (ORD), a public repository of structured organic reaction records. Task: describe an organic reaction: reactants, conditions, products, and yield Reactants: C(C)(=O)OC(C)=O (acetic anhydride), OCCOCCN1C2CCC(C1)C2 (N-(2-hydroxyethoxyethyl-)2-Azabicyclo[2.2.1]Heptane). Solvent: CCOCC (ether). Run at time 3 hour. Product: C(C)(=O)OCCOCCN1C2CCC(C1)C2 (N-(2-Acetoxyethoxyethyl-)2-Azabicyclo[2.2.1]Heptane). Isolated yield 52.0%. As a reaction SMILES: [C:1]([O:4][C:5](=[O:7])[CH3:6])(=O)[CH3:2].OCC[O:11][CH2:12][CH2:13][N:14]1[CH2:19][CH:18]2[CH2:20][CH:15]1[CH2:16][CH2:17]2>CCOCC>[C:5]([O:4][CH2:1][CH2:2][O:11][CH2:12][CH2:13][N:14]1[CH2:19][CH:18]2[CH2:20][CH:15]1[CH2:16][CH2:17]2)(=[O:7])[CH3:6]. Procedure: 198 g (1.94 moles) of acetic anhydride are added to 286 g (1.55 moles) of N-(2-hydroxyethoxyethyl-)2-azabicyclo[2.2.1]heptane (XV) in the absence of moisture such that the temperature is maintained between 50° and 60° C. The mixture is kept boiling for three hours. After cooling 200 ml of ether are added. The product is neutralized with soda solution, is washed until it is neutral, and--after the ether is withdrawn--it is distilled under high vacuum. The main fraction weighs 185 g and contains 9... Starting materials: C1(=CC=CC=C1)COC(NCCCNCC(=O)OC(C)(C)C)=O ([3-[[(1,1-dimethylethyloxycarbonyl)-methyl]amino]propyl]carbamic acid phenylmethyl ester), C(C)OC=1C(C(C1OCC)=O)=O (3,4-diethoxy-3-cyclobutene-1,2-dione). The solvent is solvent. The product is C1(=CC=CC=C1)COC(NCCCN(C1=C(C(C1=O)=O)OCC)CC(=O)OC(C)(C)C)=O ([3-[[(1,1-dimethylethyloxycarbonyl)methyl]-(2-ethoxy-3,4-dioxo-1-cyclobuten-1-yl)amino]-propyl]carbamic acid phenylmethyl ester). The yield is 90.6%. Reaction SMILES: [C:1]1([CH2:7][O:8][C:9](=[O:23])[NH:10][CH2:11][CH2:12][CH2:13][NH:14][CH2:15][C:16]([O:18][C:19]([CH3:22])([CH3:21])[CH3:20])=[O:17])[CH:6]=[CH:5][CH:4]=[CH:3][CH:2]=1.[CH2:24]([O:26][C:27]1[C:28](=O)[C:29](=[O:34])[C:30]=1[O:31]CC)[CH3:25]>>[C:1]1([CH2:7][O:8][C:9](=[O:23])[NH:10][CH2:11][CH2:12][CH2:13][N:14]([CH2:15][C:16]([O:18][C:19]([CH3:20])([CH3:22])[CH3:21])=[O:17])[C:28]2[C:29](=[O:34])[C:30](=[O:31])[C:27]=2[O:26][CH2:24][CH3:25])[CH:2]=[CH:3][CH:4]=[CH:5][CH:6]=1. Reported procedure: An ethanolic solution (60 mL) of [3-[[(1,1-dimethylethyloxycarbonyl)-methyl]amino]propyl]carbamic acid phenylmethyl ester (4.49 g, 13.9 mmol) under nitrogen was added to 3,4-diethoxy-3-cyclobutene-1,2-dione (2.0 mL, 13 mmol) in the same solvent (60 mL) over 1 hour. After 3.5 more hours, the reaction mixture was preadsorbed onto silica gel and purified by flash chromatography (7.5 cm diameter, gradient elution with 30 to 60% ethyl acetate in petroleum ether) to afford [3-[[(1,1-dimethylethyloxyca... Reactants: COc1ccc(C2CC(OC(C)=O)CCC2[N+](=O)[O-])cc1OC, CC(=O)O, CCO, [Zn]. Yields the product COc1ccc(C2CC(OC(C)=O)CCC2N)cc1OC. Reaction SMILES: [CH3:1][O:2][c:3]1[cH:4][c:5]([CH:11]2[CH2:12][CH:13]([O:20][C:21]([CH3:22])=[O:23])[CH2:14][CH2:15][CH:16]2[N+:17]([O-:18])=[O:19])[cH:6][cH:7][c:8]1[O:9][CH3:10].[CH3:24][C:25](=[O:26])[OH:27].[CH3:28][CH2:29][OH:30].[Zn:31]>>[CH3:1][O:2][c:3]1[cH:4][c:5]([CH:11]2[CH2:12][CH:13]([O:20][C:21]([CH3:22])=[O:23])[CH2:14][CH2:15][CH:16]2[NH2:17])[cH:6][cH:7][c:8]1[O:9][CH3:10].